describe an organic reaction: reactants, conditions, products, and yield From a dataset of the Open Reaction Database (ORD), a public repository of structured organic reaction records. Reactants: C1(CCCO1)=O (gamma-butyrolactone), OCCCC(=O)O (gamma-hydroxybutyric acid), OCC(N)(CO)CO (trishydroxymethylmethylamine), 10.5. The solvent is O (water), O (water), solution. Reaction conditions: temperature 60 celsius. Yields the product OCCCC(=O)O.OCC(N)(CO)CO (Trishydroxymethyl-aminomethane 4-hydroxybutyrate). Reaction SMILES: C1(=O)OCCC1.[OH:7][CH2:8][C:9]([CH2:13][OH:14])([CH2:11][OH:12])[NH2:10].[OH:15][CH2:16][CH2:17][CH2:18][C:19]([OH:21])=[O:20]>O>[OH:15][CH2:16][CH2:17][CH2:18][C:19]([OH:21])=[O:20].[OH:7][CH2:8][C:9]([CH2:13][OH:14])([CH2:11][OH:12])[NH2:10] |f:4.5|. Procedure details: 500 ml (565 g, 6.56 mol) of gamma-butyrolactone are placed in 1.8 l of water. 795 g (6.56 mol) of trishydroxymethylmethylamine are added to the solution obtained. The mixture is then heated to 60° C. for 8 hours. The pH value falls over this period from an initial value of 10.5 to 7.5. The volume of the solution obtained is then adjusted to 3.4 l by the addition of water in order to achieve a concentration of 2 g of gamma-hydroxybutyric acid in 10 ml of solution. Reactants: Cl.C(C)(=O)O[C@@H]([C@H](CC1=CC(=CC(=C1)F)F)NC(C)=O)CNC(C)(C)C1=CC(=CC=C1)Br ((1R,2S)-2-(acetylamino)-1-({[1-(3-bromophenyl)-1-methylethyl]amino}methyl)-3-(3,5-difluorophenyl)propyl acetate hydrochloride), [OH-].[Na+] (NaOH). Run in CO (methanol). Conditions: time 45 minute. The product is BrC=1C=C(C=CC1)C(C)(C)NC[C@H]([C@H](CC1=CC(=CC(=C1)F)F)NC(C)=O)O (N-[(1S,2R)-3-{[1-(3-bromophenyl)-1-methylethyl]amino}-1-(3,5-difluorobenzyl)-2-hydroxypropyl]acetamide). Yield: 66.7%. Reaction SMILES: Cl.C([O:5][C@H:6]([CH2:21][NH:22][C:23]([C:26]1[CH:31]=[CH:30][CH:29]=[C:28]([Br:32])[CH:27]=1)([CH3:25])[CH3:24])[C@@H:7]([NH:17][C:18](=[O:20])[CH3:19])[CH2:8][C:9]1[CH:14]=[C:13]([F:15])[CH:12]=[C:11]([F:16])[CH:10]=1)(=O)C.[OH-].[Na+]>CO>[Br:32][C:28]1[CH:27]=[C:26]([C:23]([NH:22][CH2:21][C@@H:6]([OH:5])[C@@H:7]([NH:17][C:18](=[O:20])[CH3:19])[CH2:8][C:9]2[CH:10]=[C:11]([F:16])[CH:12]=[C:13]([F:15])[CH:14]=2)([CH3:25])[CH3:24])[CH:31]=[CH:30][CH:29]=1 |f:0.1,2.3|. Procedure: To a solution of 107 mg (0.21 mmol) of hydrochloride 31 in 10 mL of methanol is added 1 mL of 1N NaOH. The mixture is stirred for 45 min at ambient temperature, then quenched with 1N KH2PO4 and diluted with ethyl acetate. The organic phase is washed with brine, dried over Na2SO4, filtered and concentrated to a glassy solid. This is dissolved in methanol and treated with ethereal HCl to afford 70 mg (0.14 mmol, 68%) of compound 32 as a white solid: 1H NMR (CDCl3+CD3OD drop) δ 7.69 (s, 1H), 7.56 (...